From a dataset of the Open Reaction Database (ORD), a public repository of structured organic reaction records. describe an organic reaction: reactants, conditions, products, and yield Reactants: C(C)(=O)OC1=CC(C1)=O (3-acetoxy-2-cyclobuten-1-one), C(C)O (ethanol), C1(CCCCC1)C(C1CCCCC1)N (dicyclohexylmethylamine). The solvent is C(C)(=O)OCC (ethyl acetate), C(C)(=O)OCC (ethyl acetate). Conditions: time 15 minute. Yields the product C1(CCCCC1)C(C1CCCCC1)[NH3+].OC1=CC(C1)=O (3-hydroxy-2-cyclobuten-1-one-dicyclohexylmethyl ammonium salt). Isolated yield 45.8%. RXN SMILES: C([O:4][C:5]1[CH2:8][C:7](=[O:9])[CH:6]=1)(=O)C.C(O)C.[CH:13]1([CH:19]([NH2:26])[CH:20]2[CH2:25][CH2:24][CH2:23][CH2:22][CH2:21]2)[CH2:18][CH2:17][CH2:16][CH2:15][CH2:14]1>C(OCC)(=O)C>[CH:13]1([CH:19]([NH3+:26])[CH:20]2[CH2:21][CH2:22][CH2:23][CH2:24][CH2:25]2)[CH2:18][CH2:17][CH2:16][CH2:15][CH2:14]1.[OH:9][C:7]1[CH2:8][C:5](=[O:4])[CH:6]=1 |f:4.5|. Reported procedure: 3.24 g of 3-acetoxy-2-cyclobuten-1-one (triketene, 97.5 percent; 25.0 mmol) was dissolved in 1.9 g of ethanol (41.3 mmol) and 40 g of ethyl acetate. 9.83 g of dicyclohexylmethylamine (98.9 percent; 50.0 mmol), dissolved in 10 g of ethyl acetate, was instilled in this solution at 20° C. in 15 minutes and stirred for 1 hour at room temperature. After another hour of stirring at 5° C., the suspension was filtered and dried under vacuum. 3.21 g of the title product with a content of 94.5 percent (ac...